This data is from the Open Reaction Database (ORD), a public repository of structured organic reaction records. The task is: describe an organic reaction: reactants, conditions, products, and yield The reactants are C1(=CC=CC=C1)CC(=O)Cl (Phenylacetyl chloride), CC=1C=CC(=CC1)S(=O)(=O)O (TsOH), N[C@@H](CC(C)C)C(=O)OCC1=CC=CC=C1 (H-L-Leu-OBzl), TEA. The solvent is ClCCl (dichloromethane). Conditions: time 10 minute. Yields the product N([C@@H](CC(C)C)C(=O)OCC1=CC=CC=C1)C(=O)CC1=CC=CC=C1 (N-phenylacetyl-L-Leu-OBzl). As a reaction SMILES: [C:1]1([CH2:7][C:8](Cl)=[O:9])[CH:6]=[CH:5][CH:4]=[CH:3][CH:2]=1.CC1C=CC(S(O)(=O)=O)=CC=1.[NH2:22][C@H:23]([C:28]([O:30][CH2:31][C:32]1[CH:37]=[CH:36][CH:35]=[CH:34][CH:33]=1)=[O:29])[CH2:24][CH:25]([CH3:27])[CH3:26]>ClCCl>[NH:22]([C:8]([CH2:7][C:1]1[CH:6]=[CH:5][CH:4]=[CH:3][CH:2]=1)=[O:9])[C@H:23]([C:28]([O:30][CH2:31][C:32]1[CH:37]=[CH:36][CH:35]=[CH:34][CH:33]=1)=[O:29])[CH2:24][CH:25]([CH3:27])[CH3:26]. Procedure details: Phenylacetyl chloride (5.7 ml) was added dropwise to a mixture of TsOH.H-L-Leu-OBzl (14.15 g) and TEA (12 ml) in dichloromethane (300 ml) under ice-bath cooling. After being stirred for 10 minutes at the same temperature, the mixture was concentrated in vacuo, and the residue was dissolved in ethyl acetate (300 ml). The solution was washed with 1N HCl (100 ml), water (100 ml), 1M aqueous sodium bicarbonate (100 ml), and brine (100 ml×2), dried over magnesium sulfate and evaporated to give N-phen... Starting materials: Cl.N1CCCC12CCN(CC2)C(=O)OC(C)(C)C (tert-butyl 1,8-diazaspiro[4.5]decane-8-carboxylate hydrochloride), CN(C)C(=[N+](C)C)ON1C2=C(C=CC=C2)N=N1.[B-](F)(F)(F)F (TBTU), CCN(C(C)C)C(C)C (DIEA), C1(CC1)COC1=C(C=CC(=N1)C(=O)O)N1CC(C1)(F)F (6-cyclopropylmethoxy-5-(3,3-difluoro-azetidin-1-yl)-pyridine-2-carboxylic acid). Product: C(C)(C)(C)OC(=O)N1CCC2(CCCN2C(=O)C2=NC(=C(C=C2)N2CC(C2)(F)F)OCC2CC2)CC1 (1-[6-Cyclopropylmethoxy-5-(3,3-difluoro-azetidin-1-yl)-pyridine-2-carbonyl]-1,8-diaza-spiro[4.5]decane-8-carboxylic acid tert-butyl ester). RXN SMILES: [CH:1]1([CH2:4][O:5][C:6]2[N:11]=[C:10]([C:12]([OH:14])=O)[CH:9]=[CH:8][C:7]=2[N:15]2[CH2:18][C:17]([F:20])([F:19])[CH2:16]2)[CH2:3][CH2:2]1.Cl.[NH:22]1[C:26]2([CH2:31][CH2:30][N:29]([C:32]([O:34][C:35]([CH3:38])([CH3:37])[CH3:36])=[O:33])[CH2:28][CH2:27]2)[CH2:25][CH2:24][CH2:23]1.CN(C(ON1N=NC2C=CC=CC1=2)=[N+](C)C)C.[B-](F)(F)(F)F.CCN(C(C)C)C(C)C>>[C:35]([O:34][C:32]([N:29]1[CH2:28][CH2:27][C:26]2([N:22]([C:12]([C:10]3[CH:9]=[CH:8][C:7]([N:15]4[CH2:18][C:17]([F:20])([F:19])[CH2:16]4)=[C:6]([O:5][CH2:4][CH:1]4[CH2:2][CH2:3]4)[N:11]=3)=[O:14])[CH2:23][CH2:24][CH2:25]2)[CH2:31][CH2:30]1)=[O:33])([CH3:38])([CH3:36])[CH3:37] |f:1.2,3.4|. Procedure details: In analogy to the procedure described in Example 47 b), 6-cyclopropylmethoxy-5-(3,3-difluoro-azetidin-1-yl)-pyridine-2-carboxylic acid (Example 1 b)) was reacted with tert-butyl 1,8-diazaspiro[4.5]decane-8-carboxylate hydrochloride (851325-42-3) in the presence of TBTU and DIEA to obtain the title compound as yellow oil; MS (EI): m/e=507.6 [MH+].